From a dataset of the Open Reaction Database (ORD), a public repository of structured organic reaction records. describe an organic reaction: reactants, conditions, products, and yield Starting materials: COC(=O)C=1SC=CC1NC1=NC=CC=C1[N+](=O)[O-] (3-(3-Nitropyridin-2-yl)aminothiophene-2-carboxylic acid methylester), [Sn](Cl)(Cl)(Cl)Cl.O.O (dihydrate tin chloride). Run in Cl (HCl), C(C)O (ethanol). Yields the product S1C=CC=2NC3=C(NC(C21)=O)C=CC=N3 (4,9-Dihydro-10H-pyrido[3,2-b]thieno[3,2-e][1,4]-diazepin-10-one). Yield: 56.4%. RXN SMILES: C[O:2][C:3]([C:5]1[S:6][CH:7]=[CH:8][C:9]=1[NH:10][C:11]1[C:16]([N+:17]([O-])=O)=[CH:15][CH:14]=[CH:13][N:12]=1)=O.[Sn](Cl)(Cl)(Cl)Cl.O.O>Cl.C(O)C>[S:6]1[C:5]2[C:3](=[O:2])[NH:17][C:16]3[CH:15]=[CH:14][CH:13]=[N:12][C:11]=3[NH:10][C:9]=2[CH:8]=[CH:7]1 |f:1.2.3|. Reported procedure: 3-(3-Nitropyridin-2-yl)aminothiophene-2-carboxylic acid methylester (14.6 g) is added to a suspension of dihydrate tin chloride (64 g) in conc. HCl (210 ml) and ethanol (235 ml). The reaction mixture is refluxed for 2 hours obtaining the gradual dissolution of the reagents and subsequent precipitation of a solid. After cooling at the room temperature, the solid is filtered and triturated with a saturated solution of NaHCO3, filtered, washed with H2O and dried to give 6.4 g (56%) of the title pro... Starting materials: O (Water), CC(CC)OC1=CC=C(C=C1)O (4-(1-methylpropoxy)phenol), C([O-])([O-])=O.[K+].[K+] (potassium carbonate), BrCCN1C(C=2C(C1=O)=CC=CC2)=O (N-(bromoethyl)phthalimide). Solvent: CN(C)C=O (DMF), CN(C)C=O (DMF). Conditions: time 8 hour. The product is CC(CC)OC1=CC=C(OCCN2C(C=3C(C2=O)=CC=CC3)=O)C=C1 (N-{2-[4-(1-methylpropoxy)phenoxy]ethyl}phthalimide). RXN SMILES: [CH3:1][CH:2]([O:5][C:6]1[CH:11]=[CH:10][C:9]([OH:12])=[CH:8][CH:7]=1)[CH2:3][CH3:4].C(=O)([O-])[O-].[K+].[K+].Br[CH2:20][CH2:21][N:22]1[C:26](=[O:27])[C:25]2=[CH:28][CH:29]=[CH:30][CH:31]=[C:24]2[C:23]1=[O:32].O>CN(C=O)C>[CH3:1][CH:2]([O:5][C:6]1[CH:7]=[CH:8][C:9]([O:12][CH2:20][CH2:21][N:22]2[C:26](=[O:27])[C:25]3=[CH:28][CH:29]=[CH:30][CH:31]=[C:24]3[C:23]2=[O:32])=[CH:10][CH:11]=1)[CH2:3][CH3:4] |f:1.2.3|. Procedure: To 4-(1-methylpropoxy)phenol (44.3 mmol) in 25 ml of DMF is added, under N2, potassium carbonate (51.0 mmol) followed by dropwise addition of N-(bromoethyl)phthalimide (51.0 mmol) in 30 ml of DMF. The mixture is stirred at RT overnight. Water is then added and the aqueous phase is extracted with ether. The combined organic layers are washed with 5% sodium hydroxide, with water and with brine, dried and the solent removed to give N-{2-[4-(1-methylpropoxy)phenoxy]ethyl}phthalimide. Following the p... Isolated yield 118.1%. Reported procedure: A method similar to that used for the preparation of (107b) was used except that methyl N-[(3,5-difluorophenyl)acetyl]-L-methioninate (110a) (300 mg) was used instead of methyl N-[(3,5-difluorophenyl)acetyl]-L-valinate to afford the desired product (341 mg). This material was not further characterized but used in the next step. Yields the product FC=1C=C(C=C(C1)F)CC(=O)N[C@@H](CC=1NC2=CC=CC=C2C1)C(=O)O (N-[(3,5-Difluorophenyl)acetyl]-3-(1H-indol-2-yl)-L-alanine). Reaction SMILES: FC1C=C(CC(N[C@H](C(O)=O)C(C)C)=O)C=C(F)C=1.[F:20][C:21]1[CH:22]=[C:23]([CH2:28][C:29]([NH:31][C@H:32]([C:43]([O:45]C)=[O:44])[CH2:33][C:34]2[NH:35][C:36]3[C:41]([CH:42]=2)=[CH:40][CH:39]=[CH:38][CH:37]=3)=[O:30])[CH:24]=[C:25]([F:27])[CH:26]=1>>[F:27][C:25]1[CH:24]=[C:23]([CH2:28][C:29]([NH:31][C@H:32]([C:43]([OH:45])=[O:44])[CH2:33][C:34]2[NH:35][C:36]3[C:41]([CH:42]=2)=[CH:40][CH:39]=[CH:38][CH:37]=3)=[O:30])[CH:22]=[C:21]([F:20])[CH:26]=1. Starting materials: FC=1C=C(C=C(C1)F)CC(=O)N[C@@H](C(C)C)C(=O)O (N-[(3,5-Difluorophenyl)acetyl]-L-valine), FC=1C=C(C=C(C1)F)CC(=O)N[C@@H](CC=1NC2=CC=CC=C2C1)C(=O)OC (Methyl N-[(3,5-difluorophenyl)acetyl]-3-(1H-indol-2-yl)-L-alaninate). Yields the product C(#N)C=1C=CC2=C(CN([C@@H](CN2)CC2=CC=CC=C2)C(CC2=CC=CC=C2)=O)C1 ((R)-7-cyano-2,3,4,5-tetrahydro-4-(phenylacetyl)-3-(phenylmethyl)-1H-1,4-benzodiazepine). Reactants: CS(=O)(=O)Cl (Methanesulfonyl chloride), Cl.Cl.Cl.N1C=NC(=C1)CN1CC(N(CC2=C1C=CC(=C2)C=2C=NC=CC2)C(C(F)(F)F)=O)CC2=CC=CC=C2 (2,3,4,5-Tetrahydro-1-(1H-imidazol-4-ylmethyl)-3-(phenylmethyl)-7-(3-pyridinyl)-4-(trifluoroacetyl)-1H-1,4-benzodiazepine, trihydrochloride). Conditions: time 16 hour. Isolated yield 151.8%. As a reaction SMILES: CS(Cl)(=O)=O.Cl.Cl.Cl.N1C=C(C[N:15]2[C:21]3[CH:22]=CC(C4C=NC=CC=4)=[CH:25][C:20]=3[CH2:19][N:18]([C:32](=[O:37])[C:33](F)(F)F)[CH:17]([CH2:38][C:39]3[CH:44]=[CH:43][CH:42]=[CH:41][CH:40]=3)[CH2:16]2)N=C1>C(Cl)Cl.O>[C:16]([C:17]1[CH:38]=[CH:22][C:21]2[NH:15][CH2:16][C@@H:17]([CH2:38][C:39]3[CH:44]=[CH:43][CH:42]=[CH:41][CH:40]=3)[N:18]([C:32](=[O:37])[CH2:33][C:39]3[CH:44]=[CH:43][CH:42]=[CH:41][CH:40]=3)[CH2:19][C:20]=2[CH:25]=1)#[N:15] |f:1.2.3.4|. Solvent: C(Cl)Cl (CH2Cl2), C(Cl)Cl (CH2Cl2), O (water). Reported procedure: Methanesulfonyl chloride (3.68 mL, 47.6 mmol) was added dropwise as a solution in CH2Cl2 (20 mL) to a solution of Compound B (10 g, 36.6 mmol) in CH2Cl2 (130 mL) at 0° C. under argon. After stirring at rt for 16 hr the reaction was diluted with water (20 mL). The layers were separated and the aqueous layer was extracted with CH2Cl2 (2×40 mL). The combined organic layers were washed with water (1×30 mL), KHSO4 (2×30 mL), water (1×30 mL), NaHCO3 (2×30 mL), brine (1×30 mL), dried over MgSO4, filter... Starting materials: O1COC2=C1C=CC(=C2)C=CC(=O)O (3-benzo[1,3]dioxol-5-yl-acrylic acid), ClCCl (dichloromethane). The reagents and catalysts are CN(C=O)C (dimethylformamide). Conditions: temperature 40 celsius, time 1 hour. Yields the product O1COC2=C1C=CC(=C2)C=CC(=O)Cl (3-Benzo[1,3]dioxol-5-yl-acryloyl chloride). Isolated yield 98.3%. RXN SMILES: [O:1]1[C:5]2[CH:6]=[CH:7][C:8]([CH:10]=[CH:11][C:12]([OH:14])=O)=[CH:9][C:4]=2[O:3][CH2:2]1.[Cl:15]CCl>CN(C)C=O>[O:1]1[C:5]2[CH:6]=[CH:7][C:8]([CH:10]=[CH:11][C:12]([Cl:15])=[O:14])=[CH:9][C:4]=2[O:3][CH2:2]1. Reported procedure: (Method G2) To a suspension of 3-benzo[1,3]dioxol-5-yl-acrylic acid (1a) (0.38 g, 1.98 mmol) in dichloromethane (8.0 ml) oxalyl chloride (0.62 ml, 7.08 mmol) and one drop of dimethylformamide were added. The reaction mixture was stirred at 40° C. for one hour and concentrated under reduced pressure to give crude title compound (0.41 g, 98%). Starting materials: CC(=O)O, Cc1ccccc1, CCO, OO, Cc1cc(O)c(SCCC(C)C)c(=O)o1. Product: Cc1cc(O)c(S(=O)CCC(C)C)c(=O)o1. Reaction SMILES: [CH3:18][C:19]([OH:20])=[O:21].[CH3:22][c:23]1[cH:24][cH:25][cH:26][cH:27][cH:28]1.[CH3:29][CH2:30][OH:31].[OH:16][OH:17].[OH:1][c:2]1[c:3]([S:10][CH2:11][CH2:12][CH:13]([CH3:14])[CH3:15])[c:4](=[O:9])[o:5][c:6]([CH3:8])[cH:7]1>>[OH:1][c:2]1[c:3]([S:10]([CH2:11][CH2:12][CH:13]([CH3:14])[CH3:15])=[O:20])[c:4](=[O:9])[o:5][c:6]([CH3:8])[cH:7]1. Reactants: C1(CCCCC1)P(C1=C(C=CC=C1)C1=C(C=CC=C1)N(C)C)C1CCCCC1 (2-dicyclohexylphosphino-2′-(N,N-dimethylamino)biphenyl), C([O-])([O-])=O.[Cs+].[Cs+] (cesium carbonate), IC1=C(C=CC(=C1)CN1N=CC=C1)C=CC(=O)O (3-(2-iodo-4-(pyrazol-1-ylmethyl)phenyl)propenoic acid), N1CCNCC1 (piperazine), O1CCOCC1 (dioxane). The reagents and catalysts are C=1C=CC(=CC1)/C=C/C(=O)/C=C/C2=CC=CC=C2.C=1C=CC(=CC1)/C=C/C(=O)/C=C/C2=CC=CC=C2.C=1C=CC(=CC1)/C=C/C(=O)/C=C/C2=CC=CC=C2.[Pd].[Pd] (tris(dibenzylideneacetone)dipalladium(0)). Run in O (water), C(C)(C)(C)O (t-butanol). Run at temperature 100 celsius, time 5 hour. The product is C(C)OC(C=CC1=C(C=C(C=C1)CN1N=CC=C1)N1CCN(CC1)C(C1=CC=CC=C1)=O)=O (3-(4-(pyrazol-1-ylmethyl)-2-(4-benzoylpiperazin-1-yl)phenyl)propenoic acid ethyl ester). RXN SMILES: C1(P(C2CCCCC2)C2C=CC=C[C:9]=2[C:14]2[CH:19]=[CH:18][CH:17]=[CH:16][C:15]=2N(C)C)CCCCC1.C(=O)([O-])[O-:30].[Cs+].[Cs+].I[C:36]1[CH:41]=[C:40]([CH2:42][N:43]2[CH:47]=[CH:46][CH:45]=[N:44]2)[CH:39]=[CH:38][C:37]=1[CH:48]=[CH:49][C:50]([OH:52])=[O:51].[NH:53]1[CH2:58][CH2:57][NH:56][CH2:55][CH2:54]1.O1CCO[CH2:61][CH2:60]1>C(O)(C)(C)C.C1C=CC(/C=C/C(/C=C/C2C=CC=CC=2)=O)=CC=1.C1C=CC(/C=C/C(/C=C/C2C=CC=CC=2)=O)=CC=1.C1C=CC(/C=C/C(/C=C/C2C=CC=CC=2)=O)=CC=1.[Pd].[Pd].O>[CH2:60]([O:52][C:50](=[O:51])[CH:49]=[CH:48][C:37]1[CH:38]=[CH:39][C:40]([CH2:42][N:43]2[CH:47]=[CH:46][CH:45]=[N:44]2)=[CH:41][C:36]=1[N:53]1[CH2:58][CH2:57][N:56]([C:9](=[O:30])[C:14]2[CH:15]=[CH:16][CH:17]=[CH:18][CH:19]=2)[CH2:55][CH2:54]1)[CH3:61] |f:1.2.3,8.9.10.11.12|. Procedure details: To a solution of tris(dibenzylideneacetone)dipalladium(0) (60 mg) and 2-dicyclohexylphosphino-2′-(N,N-dimethylamino)biphenyl (48 mg) in dioxane (3 ml) and t-butanol (3 ml) were added cesium carbonate (598 mg), 3-(2-iodo-4-(pyrazol-1-ylmethyl)phenyl)propenoic acid (500 mg) and piperazine (226 mg) under an atmosphere of argon and the mixture was stirred at 100° C. for 5 hours. To the reaction mixture was added water and the mixture was extracted with ethyl acetate. The organic layer was extracted ...